This data is from the Open Reaction Database (ORD), a public repository of structured organic reaction records. The task is: describe an organic reaction: reactants, conditions, products, and yield The reactants are COCCO, [Cl-], [N-]=[N+]=[N-], [NH4+], [Na+], CCOC(=O)N1CC(O)C2OC2C1. Product: CCOC(=O)N1CC(O)C(N=[N+]=[N-])C(O)C1. As a reaction SMILES: [CH3:20][O:21][CH2:22][CH2:23][OH:24].[Cl-:18].[N-:14]=[N+:15]=[N-:16].[NH4+:19].[Na+:17].[OH:1][CH:2]1[CH2:3][N:4]([C:9](=[O:10])[O:11][CH2:12][CH3:13])[CH2:5][CH:6]2[O:7][CH:8]12>>[OH:1][CH:2]1[CH2:3][N:4]([C:9](=[O:10])[O:11][CH2:12][CH3:13])[CH2:5][CH:6]([OH:7])[CH:8]1[N:14]=[N+:15]=[N-:16]. The product is Cc1ccc(CS(=O)CCCCCOc2ccc(C3=C(c4ccccc4)CCCc4cc(O)ccc43)cc2)cc1. The reactants are Cc1ccc(CSCCCCCOc2ccc(C3=C(c4ccccc4)CCCc4cc(O)ccc43)cc2)cc1, CCOC(C)=O, CO, [Cl-], [O-][I+3]([O-])([O-])[O-], [Na+], [Na+], O. Reaction SMILES: [CH3:1][c:2]1[cH:3][cH:4][c:5]([CH2:6][S:7][CH2:8][CH2:9][CH2:10][CH2:11][CH2:12][O:13][c:14]2[cH:15][cH:16][c:17]([C:20]3=[C:21]([c:32]4[cH:33][cH:34][cH:35][cH:36][cH:37]4)[CH2:22][CH2:23][CH2:24][c:25]4[c:26]3[cH:27][cH:28][c:29]([OH:31])[cH:30]4)[cH:18][cH:19]2)[cH:38][cH:39]1.[CH3:40][CH2:41][O:42][C:43](=[O:44])[CH3:45].[CH3:54][OH:55].[Cl-:53].[I+3:46]([O-:47])([O-:48])([O-:49])[O-:50].[Na+:51].[Na+:52].[OH2:56]>>[CH3:1][c:2]1[cH:3][cH:4][c:5]([CH2:6][S:7]([CH2:8][CH2:9][CH2:10][CH2:11][CH2:12][O:13][c:14]2[cH:15][cH:16][c:17]([C:20]3=[C:21]([c:32]4[cH:33][cH:34][cH:35][cH:36][cH:37]4)[CH2:22][CH2:23][CH2:24][c:25]4[c:26]3[cH:27][cH:28][c:29]([OH:31])[cH:30]4)[cH:18][cH:19]2)=[O:42])[cH:38][cH:39]1. Starting materials: CN(C(=O)C1CN(C(C1)=O)[C@H](C)C1=CC=CC=C1)OC (N-methyl-N-methoxy-1-[1-(R)-phenylethyl]-5-oxopyrrolidine-3-carboxamide), Cl (hydrochloric acid), O1C(=CC=C1)[Mg]Br (2-furylmagnesium bromide), O1C=CC=C1 (furan). Run in O1CCCC1 (tetrahydrofuran). Run at time 30 minute. Yields the product O1C(=CC=C1)C(=O)[C@@H]1CC(N(C1)[C@H](C)C1=CC=CC=C1)=O (4-(R)-(2-Furyl)carbonyl-1-[1-(R)-phenylethyl]-2-pyrrolidone). The yield is 46.0%. Reaction SMILES: [O:1]1[CH:5]=[CH:4][CH:3]=[C:2]1[Mg]Br.O1C=CC=C1.CN(OC)[C:15]([CH:17]1[CH2:21][C:20](=[O:22])[N:19]([C@@H:23]([C:25]2[CH:30]=[CH:29][CH:28]=[CH:27][CH:26]=2)[CH3:24])[CH2:18]1)=[O:16].Cl>O1CCCC1>[O:1]1[CH:5]=[CH:4][CH:3]=[C:2]1[C:15]([C@H:17]1[CH2:18][N:19]([C@@H:23]([C:25]2[CH:30]=[CH:29][CH:28]=[CH:27][CH:26]=2)[CH3:24])[C:20](=[O:22])[CH2:21]1)=[O:16]. Procedure: In an atmosphere of nitrogen, 0.5 mol/l of 2-furylmagnesium bromide (180 ml) prepared from furan was added dropwise to a tetrahydrofuran solution (160 ml) of N-methyl-N-methoxy-1-[1-(R)-phenylethyl]-5-oxopyrrolidine-3-carboxamide (8.30 g, 30.0 mmol), and the mixture was stirred for 30 minutes. The reaction solution was mixed with 1 mol/l hydrochloric acid (200 ml) under ice-cooling and extracted with ethyl acetate (200 ml×2), and then the organic layer was washed with saturated brine (100 ml) an... The reactants are CI, CC#N, [K+], [K+], O=C([O-])[O-], O=[N+]([O-])c1ccc(O)cc1F. Yields the product COc1ccc([N+](=O)[O-])c(F)c1. As a reaction SMILES: [CH3:18][I:19].[CH3:20][C:21]#[N:22].[K+:1].[K+:2].[O-:3][C:4]([O-:5])=[O:6].[OH:7][c:8]1[cH:9][c:10]([F:17])[c:11]([N+:14](=[O:15])[O-:16])[cH:12][cH:13]1>>[CH3:4][O:7][c:8]1[cH:9][c:10]([F:17])[c:11]([N+:14](=[O:15])[O-:16])[cH:12][cH:13]1. The reactants are CI, CCOC(=O)c1cc(CN(C)C)c[nH]1, ClCCl, C1CCOC1. Product: CCOC(=O)c1cc(C[N+](C)(C)C)c[nH]1, [I-]. RXN SMILES: [CH3:15][I:16].[CH3:1][N:2]([CH3:3])[CH2:4][c:5]1[cH:6][c:7]([C:10](=[O:11])[O:12][CH2:13][CH3:14])[nH:8][cH:9]1.[Cl:22][CH2:23][Cl:24].[O:17]1[CH2:18][CH2:19][CH2:20][CH2:21]1>>[CH3:1][N+:2]([CH3:3])([CH2:4][c:5]1[cH:6][c:7]([C:10](=[O:11])[O:12][CH2:13][CH3:14])[nH:8][cH:9]1)[CH3:15].[I-:16]. The reactants are FC1(C[C@@H]2[C@@H]([C@@](NO2)(C)C2=C(C=CC=C2)F)C1)F ((3S,3aR,6aR)-5,5-difluoro-3-(2-fluoro-phenyl)-3-methyl-hexahydro-cyclopenta[d]isoxazole). Run in CCCCCCC.C(C)O (n-heptane ethanol). Yields the product FC1(C[C@H]2[C@H]([C@](NO2)(C)C2=C(C=CC=C2)F)C1)F ((3R,3aS,6aS)-5,5-difluoro-3-(2-fluoro-phenyl)-3-methyl-hexahydro-cyclopenta[d]isoxazole). Reaction SMILES: [F:1][C:2]1([F:18])[CH2:17][C@@H:5]2[C@:6]([C:10]3[CH:15]=[CH:14][CH:13]=[CH:12][C:11]=3[F:16])([CH3:9])[NH:7][O:8][C@@H:4]2[CH2:3]1>CCCCCCC.C(O)C>[F:18][C:2]1([F:1])[CH2:17][C@H:5]2[C@@:6]([C:10]3[CH:15]=[CH:14][CH:13]=[CH:12][C:11]=3[F:16])([CH3:9])[NH:7][O:8][C@H:4]2[CH2:3]1 |f:1.2|. Reported procedure: Intermediate IX-1: The racemate of (3S,3aR,6aR)-5,5-difluoro-3-(2-fluoro-phenyl)-3-methyl-hexahydro-cyclopenta[d]isoxazole was resolved on a chiral high-performance liquid chromatography (HPLC) column (Chiralpak AD) using n-heptane/ethanol (85:15) to give (3R,3aS,6aS)-5,5-difluoro-3-(2-fluoro-phenyl)-3-methyl-hexahydro-cyclopenta[d]isoxazole as the faster eluting enantiomer and the desired (3S,3aR,6aR)-5,5-difluoro-3-(2-fluoro-phenyl)-3-methyl-hexahydro-cyclopenta[d]isoxazole as the slower eluti... The reactants are COC(C)(C)C (MTB), C(C1=CC=CC=C1)O[C@@H]1C(O)O[C@@H]([C@H]([C@@H]1OCC1=CC=CC=C1)OCC1=CC=CC=C1)COCC1=CC=CC=C1 (2,3,4,6-tetra-O-benzyl-mannopyranose), C(C)OC(CCCCCBr)=O (6-bromohexanoic acid ethyl ester), fine-powder, [OH-].[K+] (potassium hydroxide). The reagents and catalysts are [Cl-].C[N+](C)(C)C (tetramethylammonium chloride). The solvent is C(C)OCOCC (diethoxymethane). Run at temperature 10 celsius. The product is C(C1=CC=CC=C1)O[C@@H]1C(OCC(=O)O)O[C@@H]([C@H]([C@@H]1OCC1=CC=CC=C1)OCC1=CC=CC=C1)COCC1=CC=CC=C1 (2,3,4,6-Tetra-O-benzyl-1-O-carboxymethyl-mannopyranose). As a reaction SMILES: [CH2:1]([O:8][C@H:9]1[C@@H:15]([O:16][CH2:17][C:18]2[CH:23]=[CH:22][CH:21]=[CH:20][CH:19]=2)[C@H:14]([O:24][CH2:25][C:26]2[CH:31]=[CH:30][CH:29]=[CH:28][CH:27]=2)[C@@H:13]([CH2:32][O:33][CH2:34][C:35]2[CH:40]=[CH:39][CH:38]=[CH:37][CH:36]=2)[O:12][CH:10]1[OH:11])[C:2]1[CH:7]=[CH:6][CH:5]=[CH:4][CH:3]=1.[OH-].[K+].C([O:45][C:46](=[O:53])[CH2:47]CCCCBr)C.COC(C)(C)C>[Cl-].C[N+](C)(C)C.C(OCOCC)C>[CH2:1]([O:8][C@H:9]1[C@@H:15]([O:16][CH2:17][C:18]2[CH:23]=[CH:22][CH:21]=[CH:20][CH:19]=2)[C@H:14]([O:24][CH2:25][C:26]2[CH:27]=[CH:28][CH:29]=[CH:30][CH:31]=2)[C@@H:13]([CH2:32][O:33][CH2:34][C:35]2[CH:36]=[CH:37][CH:38]=[CH:39][CH:40]=2)[O:12][CH:10]1[O:11][CH2:47][C:46]([OH:53])=[O:45])[C:2]1[CH:3]=[CH:4][CH:5]=[CH:6][CH:7]=1 |f:1.2,5.6|. Procedure: A mixture that consists of 54.1 g (100 mmol) of 2,3,4,6-tetra-O-benzyl-mannopyranose, 0.55 g (5 mmol) of tetramethylammonium chloride and 33.7 g (600 mmol) of fine-powder potassium hydroxide in 350 ml of diethoxymethane is cooled to 10° C. At 10° C., 35.7 g (160 mmol) of 6-bromohexanoic acid ethyl ester is added in drops over 10 minutes while being stirred vigorously. It is stirred for 2 hours at 10° C. 250 ml of MTB (methyl-tert-butyl ether) is added, solid is filtered out, and the filtrate is ... Reactants: CN(C)C=O, Fc1ccccc1CCl, [I-], [K+], [K+], [K+], O=C([O-])[O-], CNC(=O)CN(CCc1cccc(O)c1)Cc1ccco1. Product: Cl, CNC(=O)CN(CCc1cccc(OCc2ccccc2F)c1)Cc1ccco1. As a reaction SMILES: [CH3:39][N:40]([CH3:41])[CH:42]=[O:43].[Cl:22][CH2:23][c:24]1[c:25]([F:30])[cH:26][cH:27][cH:28][cH:29]1.[I-:38].[K+:31].[K+:32].[K+:37].[O-:33][C:34]([O-:35])=[O:36].[OH:1][c:2]1[cH:3][c:4]([CH2:8][CH2:9][N:10]([CH2:11][C:12](=[O:13])[NH:14][CH3:15])[CH2:16][c:17]2[o:18][cH:19][cH:20][cH:21]2)[cH:5][cH:6][cH:7]1>>[ClH:22].[O:1]([c:2]1[cH:3][c:4]([CH2:8][CH2:9][N:10]([CH2:11][C:12](=[O:13])[NH:14][CH3:15])[CH2:16][c:17]2[o:18][cH:19][cH:20][cH:21]2)[cH:5][cH:6][cH:7]1)[CH2:23][c:24]1[c:25]([F:30])[cH:26][cH:27][cH:28][cH:29]1.